From a dataset of the Open Reaction Database (ORD), a public repository of structured organic reaction records. describe an organic reaction: reactants, conditions, products, and yield Procedure: Compound A (22.8 g, 88.6 mmol) and 2-fluoro-4-methylphenylboronic acid (15.0 g, 97.4 mmol) were suspended in isopropyl alcohol (75 mL, 980 mmol). A solution of sodium carbonate (16 g, 150 mmol) in water (75 mL, 4.2 mol) was added and the mixture was degassed under nitrogen. Tetrakis(triphenylphosphine)palladium(0) (1.0 g, 880 μmol) was then added and the mixture was stirred at 90° C. overnight. The mixture was cooled to room temperature, EtOAc (200 mL) and water (200 mL) were added, and the mixt... Product: C(C)(C)(C)OC(=O)C=1C(=CC=CC1)C1=C(C=C(C=C1)C)F (2′-Fluoro-4′-methylbiphenyl-2-carboxylic acid t-butyl ester). The yield is 58.7%. The solvent is O (water), O (water), CCOC(=O)C (EtOAc). Reagents/catalysts: C=1C=CC(=CC1)[P](C=2C=CC=CC2)(C=3C=CC=CC3)[Pd]([P](C=4C=CC=CC4)(C=5C=CC=CC5)C=6C=CC=CC6)([P](C=7C=CC=CC7)(C=8C=CC=CC8)C=9C=CC=CC9)[P](C=1C=CC=CC1)(C=1C=CC=CC1)C=1C=CC=CC1 (Tetrakis(triphenylphosphine)palladium(0)). Run at temperature 90 celsius, time 8 hour. RXN SMILES: [C:1]([O:5][C:6](=[O:14])[C:7]1[CH:12]=[CH:11][CH:10]=[CH:9][C:8]=1Br)([CH3:4])([CH3:3])[CH3:2].[F:15][C:16]1[CH:21]=[C:20]([CH3:22])[CH:19]=[CH:18][C:17]=1B(O)O.C(O)(C)C.C(=O)([O-])[O-].[Na+].[Na+]>C1C=CC([P]([Pd]([P](C2C=CC=CC=2)(C2C=CC=CC=2)C2C=CC=CC=2)([P](C2C=CC=CC=2)(C2C=CC=CC=2)C2C=CC=CC=2)[P](C2C=CC=CC=2)(C2C=CC=CC=2)C2C=CC=CC=2)(C2C=CC=CC=2)C2C=CC=CC=2)=CC=1.O.CCOC(C)=O>[C:1]([O:5][C:6]([C:7]1[C:8]([C:17]2[CH:18]=[CH:19][C:20]([CH3:22])=[CH:21][C:16]=2[F:15])=[CH:9][CH:10]=[CH:11][CH:12]=1)=[O:14])([CH3:4])([CH3:3])[CH3:2] |f:3.4.5,^1:39,41,60,79|. The reactants are C([O-])([O-])=O.[Na+].[Na+] (sodium carbonate), C(C)(C)(C)OC(C1=C(C=CC=C1)Br)=O (2-Bromobenzoic acid t-butyl ester), FC1=C(C=CC(=C1)C)B(O)O (2-fluoro-4-methylphenylboronic acid), C(C)(C)O (isopropyl alcohol). Starting materials: Cl.N1=CC=C(C=C1)C=1C(=NN2C1SCC2)C=2C=C(C(=O)O)C=CC2 (3-(7-Pyridin-4-yl-2,3-dihydro-pyrazolo[5,1-b]thiazol-6-yl)-benzoic acid hydrochloride), C(C)(C)(C)C1=CC=C(N)C=C1 (4-tert-butylaniline). Solvent: S(=O)(Cl)Cl (thionylchloride), C(C)(=O)OCC (ethyl acetate). Conditions: temperature 60 celsius, time 1 hour. Product: C(C)(C)(C)C1=CC=C(C=C1)NC(C1=CC(=CC=C1)C1=NN2C(SCC2)=C1C1=CC=NC=C1)=O (N-(4-tert-butyl-phenyl)-3-(7-pyridin-4-yl-2,3-dihydro-pyrazolo[5,1-b]thiazol-6-yl)-benzamide). Isolated yield 77.4%. Reaction SMILES: Cl.[N:2]1[CH:7]=[CH:6][C:5]([C:8]2[C:9]([C:16]3[CH:17]=[C:18]([CH:22]=[CH:23][CH:24]=3)[C:19](O)=[O:20])=[N:10][N:11]3[CH2:15][CH2:14][S:13][C:12]=23)=[CH:4][CH:3]=1.[C:25]([C:29]1[CH:35]=[CH:34][C:32]([NH2:33])=[CH:31][CH:30]=1)([CH3:28])([CH3:27])[CH3:26]>S(Cl)(Cl)=O.C(OCC)(=O)C>[C:25]([C:29]1[CH:30]=[CH:31][C:32]([NH:33][C:19](=[O:20])[C:18]2[CH:22]=[CH:23][CH:24]=[C:16]([C:9]3[C:8]([C:5]4[CH:6]=[CH:7][N:2]=[CH:3][CH:4]=4)=[C:12]4[S:13][CH2:14][CH2:15][N:11]4[N:10]=3)[CH:17]=2)=[CH:34][CH:35]=1)([CH3:28])([CH3:26])[CH3:27] |f:0.1|. Reported procedure: 3-(7-Pyridin-4-yl-2,3-dihydro-pyrazolo[5,1-b]thiazol-6-yl)-benzoic acid hydrochloride (45 mg, 0.125 mmol) was dissolved in thionylchloride (1 mL) and stirred at 60° C. for 1 hour. The solvent was distilled and the residue was taken up with toluene, evaporated to dryness and dried under high vacuum for 1 h. The acid chloride was then dissolved in dry pyridine (1 mL) under nitrogen and 4-tert-butylaniline (0.030 mL, 0.187 mmol, 1.5 eq) was added. The mixture was stirred at room temperature for 1 h... The reactants are [Cl-].[Al+3].[Cl-].[Cl-] (aluminium chloride), COC1=CC=C(NC2=C(C=NC3=NC(=C(C=C23)OCC)C)C(=O)OCC)C=C1 (ethyl 4-(4-methoxyanilino)-6-ethoxy-7-methyl-1,8-naphthyridine-3-carboxylate), ice water. Run in ClCCl (dichloromethane), ClCCl (dichloromethane). Product: O.OC=1C=C2C(=C(C=NC2=NC1C)C(=O)O)NC1=CC=C(C=C1)OC.OC=1C=C2C(=C(C=NC2=NC1C)C(=O)O)NC1=CC=C(C=C1)OC (6-hydroxy-4-(4-methoxyanilino)-7-methyl-1,8-naphthyridine-3-carboxylic acid hemihydrate). Reaction SMILES: [CH3:1][O:2][C:3]1[CH:28]=[CH:27][C:6]([NH:7][C:8]2[C:17]3[C:12](=[N:13][C:14]([CH3:21])=[C:15]([O:18]CC)[CH:16]=3)[N:11]=[CH:10][C:9]=2[C:22]([O:24]CC)=[O:23])=[CH:5][CH:4]=1.[Cl-].[Al+3].[Cl-].[Cl-]>ClCCl>[OH2:2].[OH:18][C:15]1[CH:16]=[C:17]2[C:12](=[N:13][C:14]=1[CH3:21])[N:11]=[CH:10][C:9]([C:22]([OH:24])=[O:23])=[C:8]2[NH:7][C:6]1[CH:27]=[CH:28][C:3]([O:2][CH3:1])=[CH:4][CH:5]=1.[OH:18][C:15]1[CH:16]=[C:17]2[C:12](=[N:13][C:14]=1[CH3:21])[N:11]=[CH:10][C:9]([C:22]([OH:24])=[O:23])=[C:8]2[NH:7][C:6]1[CH:27]=[CH:28][C:3]([O:2][CH3:1])=[CH:4][CH:5]=1 |f:1.2.3.4,6.7.8|. Reported procedure: A mixture of ethyl 4-(4-methoxyanilino)-6-ethoxy-7-methyl-1,8-naphthyridine-3-carboxylate (2.9 g) in dichloromethane (45 ml) was added rapidly to a suspension of powdered anhydrous aluminium chloride (12.8 g) in dichloromethane (115 ml) with stirring. The mixture was stirred for 24 hours at ambient temperature and then poured into ice/water. The mixture was stirred for 30 minutes then filtered. The residue was basified and partitioned between dichloromethane and water. The aqueous layer was evap... Product: NCCN(CCN(Cc1ccccc1O)Cc1ccccc1O)Cc1ccc(N)cc1. The reactants are CCO, NCCN(CCN(Cc1ccccc1O)Cc1ccccc1O)Cc1ccc([N+](=O)[O-])cc1, [Pd]. Reaction SMILES: [CH3:34][CH2:35][OH:36].[OH:1][c:2]1[c:3]([CH2:4][N:5]([CH2:6][CH2:7][N:8]([CH2:9][CH2:10][NH2:11])[CH2:12][c:13]2[cH:14][cH:15][c:16]([N+:19]([O-:20])=[O:21])[cH:17][cH:18]2)[CH2:22][c:23]2[c:24]([OH:29])[cH:25][cH:26][cH:27][cH:28]2)[cH:30][cH:31][cH:32][cH:33]1.[Pd:37]>>[OH:1][c:2]1[c:3]([CH2:4][N:5]([CH2:6][CH2:7][N:8]([CH2:9][CH2:10][NH2:11])[CH2:12][c:13]2[cH:14][cH:15][c:16]([NH2:19])[cH:17][cH:18]2)[CH2:22][c:23]2[c:24]([OH:29])[cH:25][cH:26][cH:27][cH:28]2)[cH:30][cH:31][cH:32][cH:33]1.